This data is from the Open Reaction Database (ORD), a public repository of structured organic reaction records. The task is: describe an organic reaction: reactants, conditions, products, and yield The reactants are CCOC(=O)CBr, O=C([O-])[O-], CC#N, [Cs+], [Cs+], Cc1cc(C(=O)CCc2sc(-c3ccc(C(F)(F)F)cc3)nc2C)ccc1O. Product: CCOC(=O)COc1ccc(C(=O)CCc2sc(-c3ccc(C(F)(F)F)cc3)nc2C)cc1C. As a reaction SMILES: [Br:29][CH2:30][C:31](=[O:32])[O:33][CH2:34][CH3:35].[C:36](=[O:37])([O-:38])[O-:39].[CH3:42][C:43]#[N:44].[Cs+:40].[Cs+:41].[OH:1][c:2]1[c:3]([CH3:28])[cH:4][c:5]([C:8]([CH2:9][CH2:10][c:11]2[c:12]([CH3:26])[n:13][c:14](-[c:16]3[cH:17][cH:18][c:19]([C:22]([F:23])([F:24])[F:25])[cH:20][cH:21]3)[s:15]2)=[O:27])[cH:6][cH:7]1>>[O:1]([c:2]1[c:3]([CH3:28])[cH:4][c:5]([C:8]([CH2:9][CH2:10][c:11]2[c:12]([CH3:26])[n:13][c:14](-[c:16]3[cH:17][cH:18][c:19]([C:22]([F:23])([F:24])[F:25])[cH:20][cH:21]3)[s:15]2)=[O:27])[cH:6][cH:7]1)[CH2:30][C:31](=[O:32])[O:33][CH2:34][CH3:35]. The reactants are C[Si](C)(C)Cl, Cc1ccc2c(c1)OCCC2(C#N)O[Si](C)(C)C, [I-], [Na+], O. Yields the product Cc1ccc2c(c1)OCCC2C#N. Reaction SMILES: [CH3:19][Si:20]([Cl:21])([CH3:22])[CH3:23].[CH3:1][c:2]1[cH:3][cH:4][c:5]2[c:10]([cH:11]1)[O:9][CH2:8][CH2:7][C:6]2([C:12]#[N:13])[O:14][Si:15]([CH3:16])([CH3:17])[CH3:18].[I-:25].[Na+:24].[OH2:26]>>[CH3:1][c:2]1[cH:3][cH:4][c:5]2[c:10]([cH:11]1)[O:9][CH2:8][CH2:7][CH:6]2[C:12]#[N:13].